The task is: describe an organic reaction: reactants, conditions, products, and yield. This data is from the Open Reaction Database (ORD), a public repository of structured organic reaction records. Reactants: O (water), [OH-].[Li+] (Lithium hydroxide), C(C)(=O)NC=1C=C2C=C(N(C2=CC1)C(=O)OCCC(C)(C)C)C(=O)[O-] (1-(1,1-dimethylethyl)2-ethyl 5-(acetylamino)-1H-indole-1,2-dicarboxylate), CO (MeOH). The solvent is C1CCOC1 (THF). Reaction conditions: temperature 50 celsius. Product: C(C)(=O)NC=1C=C2C=C(NC2=CC1)C(=O)O (5-(acetylamino)-1H-indole-2-carboxylic acid). The yield is 42.7%. Reaction SMILES: [OH-].[Li+].[C:3]([NH:6][C:7]1[CH:8]=[C:9]2[C:13](=[CH:14][CH:15]=1)[N:12](C(OCCC(C)(C)C)=O)[C:11]([C:25]([O-:27])=[O:26])=[CH:10]2)(=[O:5])[CH3:4].CO.O>C1COCC1>[C:3]([NH:6][C:7]1[CH:8]=[C:9]2[C:13](=[CH:14][CH:15]=1)[NH:12][C:11]([C:25]([OH:27])=[O:26])=[CH:10]2)(=[O:5])[CH3:4] |f:0.1|. Reported procedure: Lithium hydroxide (0.028 g, 1.184 mmol) was added to a solution of 1-(1,1-dimethylethyl)2-ethyl 5-(acetylamino)-1H-indole-1,2-dicarboxylate (0.041 g, 0.118 mmol) in THF:MeOH:water/3:1:1. The reaction mixture was heated at 50° C. for 1 h. The solvent was evaporated. The residue was dissolved in water, acidified with 6N aqueous HCl and extracted with dichloromethane. A solid formed in the aqueous layer which was collected by filtration and dried to give the title compound (0.011 g, 43%) as a white...